Dataset: the Open Reaction Database (ORD), a public repository of structured organic reaction records. Task: describe an organic reaction: reactants, conditions, products, and yield Starting materials: Clc1nsnc1Cl, CC(C)(C)OC(=O)N1CCCNCC1, CN(C)C=O. Yields the product CC(C)(C)OC(=O)N1CCCN(c2nsnc2Cl)CC1. Reaction SMILES: [Cl:15][c:16]1[n:17][s:18][n:19][c:20]1[Cl:21].[N:1]1([C:8](=[O:9])[O:10][C:11]([CH3:12])([CH3:13])[CH3:14])[CH2:2][CH2:3][NH:4][CH2:5][CH2:6][CH2:7]1.[O:22]=[CH:23][N:24]([CH3:25])[CH3:26]>>[N:1]1([C:8](=[O:9])[O:10][C:11]([CH3:12])([CH3:13])[CH3:14])[CH2:2][CH2:3][N:4]([c:20]2[c:16]([Cl:15])[n:17][s:18][n:19]2)[CH2:5][CH2:6][CH2:7]1. The reactants are ClC=1C=C(C=O)C(=CN1)[N+](=O)[O-] (2-chloro-5-nitroisonicotinaldehyde), C[Li] (methyllithium). Reagents/catalysts: [Ti](Cl)(Cl)(Cl)Cl (titaniumtetrachloride). The product is ClC1=NC=C(C(=C1)C(C)=O)[N+](=O)[O-] (1-(2-chloro-5-nitropyridin-4-yl)ethanone). RXN SMILES: [Cl:1][C:2]1[CH:3]=[C:4]([C:7]([N+:10]([O-:12])=[O:11])=[CH:8][N:9]=1)[CH:5]=[O:6].[CH3:13][Li]>[Ti](Cl)(Cl)(Cl)Cl>[Cl:1][C:2]1[CH:3]=[C:4]([C:5](=[O:6])[CH3:13])[C:7]([N+:10]([O-:12])=[O:11])=[CH:8][N:9]=1. Procedure details: A route to prepare 4-hydroxy 6-chloro 1,7 napthyridine is depicted in Scheme III. Starting with 2-chloro-4-methyl-5-nitropyridine, condensation with dimethylformamidedimethylacetal and subsequent oxidative cleavage yields 2-chloro-5-nitroisonicotinaldehyde. Chemoselective methyl addition to the aldehyde with methyllithium and titaniumtetrachloride at −50° C. followed by oxidation yields 1-(2-chloro-5-nitropyridin-4-yl)ethanone. Nitro reduction with iron in acetic acid, followed by a two step mon...